Dataset: the Open Reaction Database (ORD), a public repository of structured organic reaction records. Task: describe an organic reaction: reactants, conditions, products, and yield Reactants: CC(C)C(=O)OC=1C=CC(=CC1[C@H](CCN(C(C)C)C(C)C)C=2C=CC=CC2)CO (Fesoterodine), CC(=O)C.C(\C=C\C(=O)O)(=O)O (acetone fumaric acid), C(C)(C)OC(C)C (Diisopropyl ether). Yields the product CC(C)C(=O)OC=1C=CC(=CC1[C@H](CCN(C(C)C)C(C)C)C=2C=CC=CC2)CO.C(=C/C(=O)O)\C(=O)O (Fesoterodine Fumarate). RXN SMILES: [CH3:1][CH:2]([C:4]([O:6][C:7]1[CH:8]=[CH:9][C:10]([CH2:29][OH:30])=[CH:11][C:12]=1[C@@H:13]([C:23]1[CH:24]=[CH:25][CH:26]=[CH:27][CH:28]=1)[CH2:14][CH2:15][N:16]([CH:20]([CH3:22])[CH3:21])[CH:17]([CH3:19])[CH3:18])=[O:5])[CH3:3].C(OC(C)C)(C)C.CC(C)=O.[C:42]([OH:49])(=[O:48])/[CH:43]=[CH:44]/[C:45]([OH:47])=[O:46]>>[CH3:3][CH:2]([C:4]([O:6][C:7]1[CH:8]=[CH:9][C:10]([CH2:29][OH:30])=[CH:11][C:12]=1[C@@H:13]([C:23]1[CH:28]=[CH:27][CH:26]=[CH:25][CH:24]=1)[CH2:14][CH2:15][N:16]([CH:20]([CH3:21])[CH3:22])[CH:17]([CH3:18])[CH3:19])=[O:5])[CH3:1].[CH:43](/[C:42]([OH:49])=[O:48])=[CH:44]\[C:45]([OH:47])=[O:46] |f:2.3,4.5|. Reported procedure: A 7% solution of aqueous NaHCO3 (25 ml) was added to a suspension of Fesoterodine Hydrochloride monohydrate (5 g) in dichloromethane (50 ml) at 10-15° C. The resulting mixture was stirred at room temperature and the two phases were separated. The organic phase was evaporated under reduced pressure; acetone (10 ml) was added twice and evaporated under reduced pressure to afford a Fesoterodine base solution. The Fesoterodine base solution was added over an acetone/fumaric acid suspension (10 ml/1.... Starting materials: CCC(C)C(NC(=O)OC)C(=O)NN(Cc1ccc(-c2nnn(C(C)(C)c3ccccc3)n2)cc1)CC(O)C(Cc1ccccc1)NC(=O)C(NC(=O)OC)C(C)(C)C, O=S(=O)(O)O. The product is CCC(C)C(NC(=O)OC)C(=O)NN(Cc1ccc(-c2nnn[nH]2)cc1)CC(O)C(Cc1ccccc1)NC(=O)C(NC(=O)OC)C(C)(C)C. As a reaction SMILES: [CH3:6][C:7]([c:8]1[cH:9][cH:10][cH:11][cH:12][cH:13]1)([CH3:14])[n:15]1[n:16][c:17](-[c:20]2[cH:21][cH:22][c:23]([CH2:26][N:27]([CH2:28][CH:29]([CH:30]([CH2:31][c:32]3[cH:33][cH:34][cH:35][cH:36][cH:37]3)[NH:38][C:39]([CH:40]([NH:41][C:42](=[O:43])[O:44][CH3:45])[C:46]([CH3:47])([CH3:48])[CH3:49])=[O:50])[OH:51])[NH:52][C:53]([CH:54]([NH:55][C:56](=[O:57])[O:58][CH3:59])[CH:60]([CH3:61])[CH2:62][CH3:63])=[O:64])[cH:24][cH:25]2)[n:18][n:19]1.[S:1](=[O:2])(=[O:3])([OH:4])[OH:5]>>[n:15]1[n:16][c:17](-[c:20]2[cH:21][cH:22][c:23]([CH2:26][N:27]([CH2:28][CH:29]([CH:30]([CH2:31][c:32]3[cH:33][cH:34][cH:35][cH:36][cH:37]3)[NH:38][C:39]([CH:40]([NH:41][C:42](=[O:43])[O:44][CH3:45])[C:46]([CH3:47])([CH3:48])[CH3:49])=[O:50])[OH:51])[NH:52][C:53]([CH:54]([NH:55][C:56](=[O:57])[O:58][CH3:59])[CH:60]([CH3:61])[CH2:62][CH3:63])=[O:64])[cH:24][cH:25]2)[nH:18][n:19]1. Starting materials: CC1=CC=C(C=N1)OC1=C(C=C(C=C1)NC1=NC=NC2=CC=C(C=C12)I)C (N-(4-(6-methylpyridin-3-yloxy)-3-methylphenyl)-6-iodoquinazolin-4-amine), 5-formylfuran-2-yl-2-boronic acid, C(=O)([O-])[O-].[K+].[K+] (K2CO3), COCCOC (DME), C(Cl)Cl (Methylene chloride). The reagents and catalysts are C1=CC=C(C=C1)P([C-]2C=CC=C2)C3=CC=CC=C3.C1=CC=C(C=C1)P([C-]2C=CC=C2)C3=CC=CC=C3.Cl[Pd]Cl.[Fe+2] (Pd(dppf)2Cl2). Solvent: C(C)O (Ethanol). Conditions: temperature 75 celsius. The product is CC1=CC=C(C=N1)OC1=C(C=C(C=C1)NC1=NC=NC2=CC=C(C=C12)C1=CC=C(O1)C=O)C (5-(4-(4-(6-methylpyridin-3-yloxy)-3-methylphenylamino)quinazolin-6-yl)furan-2-carbaldehyde). The yield is 98.0%. RXN SMILES: [CH3:1][C:2]1[N:7]=[CH:6][C:5]([O:8][C:9]2[CH:14]=[CH:13][C:12]([NH:15][C:16]3[C:25]4[C:20](=[CH:21][CH:22]=[C:23](I)[CH:24]=4)[N:19]=[CH:18][N:17]=3)=[CH:11][C:10]=2[CH3:27])=[CH:4][CH:3]=1.[C:28]([O-:31])([O-])=O.[K+].[K+].[CH2:34](Cl)Cl.CO[CH2:39][CH2:40][O:41][CH3:42]>C(O)C.C1C=CC(P(C2C=CC=CC=2)[C-]2C=CC=C2)=CC=1.C1C=CC(P(C2C=CC=CC=2)[C-]2C=CC=C2)=CC=1.Cl[Pd]Cl.[Fe+2]>[CH3:1][C:2]1[N:7]=[CH:6][C:5]([O:8][C:9]2[CH:14]=[CH:13][C:12]([NH:15][C:16]3[C:25]4[C:20](=[CH:21][CH:22]=[C:23]([C:42]5[O:41][C:40]([CH:28]=[O:31])=[CH:39][CH:34]=5)[CH:24]=4)[N:19]=[CH:18][N:17]=3)=[CH:11][C:10]=2[CH3:27])=[CH:4][CH:3]=1 |f:1.2.3,7.8.9.10|. Procedure details: Under nitrogen atmosphere, Pd(dppf)2Cl2 (85 mg) was added to a mixture of N-(4-(6-methylpyridin-3-yloxy)-3-methylphenyl)-6-iodoquinazolin-4-amine (468 mg, 1 mmole), 5-formylfuran-2-yl-2-boronic acid (170 mg) and 2M K2CO3 (4 mL) in Ethanol (4 mL) and DME (4 mL). The reaction mixture was heated at 75° C. for 4 h and cooled down to room temperature. Methylene chloride (30 mL) was added and washed with water and brine. The organic layer was dried over anhydrous magnesium sulfate, filtered and concen...